Dataset: the Open Reaction Database (ORD), a public repository of structured organic reaction records. Task: describe an organic reaction: reactants, conditions, products, and yield Reactants: C(C)OC(CSC1=CN=C(S1)NC(=O)N(C1CCNCC1)[C@@H]1CC[C@H](CC1)C)=O ({2-[3-(trans-4-methyl-cyclohexyl)-3-piperidin-4-yl-ureido]-thiazol-5-ylsulfanyl}-acetic acid ethyl ester), CN(S(=O)(=O)Cl)C (dimethylsulfamoyl chloride). The product is C(C)OC(CSC1=CN=C(S1)NC(=O)N([C@@H]1CC[C@H](CC1)C)C1CCN(CC1)S(N(C)C)(=O)=O)=O ({2-[3-(1-Dimethylsulfamoyl-piperidin-4-yl)-3-(trans-4-methyl-cyclohexyl)-ureido]-thiazol-5-ylsulfanyl}-acetic acid ethyl ester), CN(S(=O)(=O)N1CCC(CC1)N(C(NC=1SC(=CN1)SCC(=O)O)=O)[C@@H]1CC[C@H](CC1)C)C ({2-[3-(1-Dimethylsulfamoyl-piperidin-4-yl)-3-(trans-4-methyl-cyclohexyl)-ureido]-thiazol-5-ylsulfanyl}-acetic acid). RXN SMILES: [CH2:1]([O:3][C:4](=[O:29])[CH2:5][S:6][C:7]1[S:11][C:10]([NH:12][C:13]([N:15]([C@H:22]2[CH2:27][CH2:26][C@H:25]([CH3:28])[CH2:24][CH2:23]2)[CH:16]2[CH2:21][CH2:20][NH:19][CH2:18][CH2:17]2)=[O:14])=[N:9][CH:8]=1)[CH3:2].[CH3:30][N:31]([CH3:36])[S:32](Cl)(=[O:34])=[O:33]>>[CH2:1]([O:3][C:4](=[O:29])[CH2:5][S:6][C:7]1[S:11][C:10]([NH:12][C:13]([N:15]([CH:16]2[CH2:21][CH2:20][N:19]([S:32](=[O:34])(=[O:33])[N:31]([CH3:36])[CH3:30])[CH2:18][CH2:17]2)[C@H:22]2[CH2:23][CH2:24][C@H:25]([CH3:28])[CH2:26][CH2:27]2)=[O:14])=[N:9][CH:8]=1)[CH3:2].[CH3:30][N:31]([CH3:36])[S:32]([N:19]1[CH2:18][CH2:17][CH:16]([N:15]([C@H:22]2[CH2:27][CH2:26][C@H:25]([CH3:28])[CH2:24][CH2:23]2)[C:13](=[O:14])[NH:12][C:10]2[S:11][C:7]([S:6][CH2:5][C:4]([OH:3])=[O:29])=[CH:8][N:9]=2)[CH2:21][CH2:20]1)(=[O:34])=[O:33]. Procedure: {2-[3-(1-Dimethylsulfamoyl-piperidin-4-yl)-3-(trans-4-methyl-cyclohexyl)-ureido]-thiazol-5-ylsulfanyl}-acetic acid ethyl ester was prepared in a similar manner to Example 554 using {2-[3-(trans-4-methyl-cyclohexyl)-3-piperidin-4-yl-ureido]-thiazol-5-ylsulfanyl}-acetic acid ethyl ester and dimethylsulfamoyl chloride. Hydrolysis using general procedure (F) gave the title compound. Reactants: N1(CCC1)C(=O)C1=CC(=C(OC=2C=C(C(=O)NC3=NN(C=C3)C(C)C)C=C(C2)O[C@H](CO)C)C=C1)Cl (3-[4-(Azetidin-1-ylcarbonyl)-2-chlorophenoxy]-5-[(1S)-2-hydroxy-1-methylethoxy]-N-(1-isopropyl-1H-pyrazol-3-yl)benzamide). Run in CO (methanol). Reaction conditions: time 20 hour. Yields the product N1(CCC1)C(=O)C1=CC=C(OC=2C=C(C(=O)NC3=NN(C=C3)C(C)C)C=C(C2)O[C@H](CO)C)C=C1 (3-[4-(Azetidin-1-ylcarbonyl)phenoxy]-5-[(1S)-2-hydroxy-1-methylethoxy]-N-(1-isopropyl-1H-pyrazol-3-yl)benzamide). Isolated yield 48.7%. As a reaction SMILES: [N:1]1([C:5]([C:7]2[CH:35]=[CH:34][C:10]([O:11][C:12]3[CH:13]=[C:14]([CH:26]=[C:27]([O:29][C@@H:30]([CH3:33])[CH2:31][OH:32])[CH:28]=3)[C:15]([NH:17][C:18]3[CH:22]=[CH:21][N:20]([CH:23]([CH3:25])[CH3:24])[N:19]=3)=[O:16])=[C:9](Cl)[CH:8]=2)=[O:6])[CH2:4][CH2:3][CH2:2]1>CO>[N:1]1([C:5]([C:7]2[CH:35]=[CH:34][C:10]([O:11][C:12]3[CH:13]=[C:14]([CH:26]=[C:27]([O:29][C@@H:30]([CH3:33])[CH2:31][OH:32])[CH:28]=3)[C:15]([NH:17][C:18]3[CH:22]=[CH:21][N:20]([CH:23]([CH3:25])[CH3:24])[N:19]=3)=[O:16])=[CH:9][CH:8]=2)=[O:6])[CH2:4][CH2:3][CH2:2]1. Procedure details: 3-[4-(Azetidin-1-ylcarbonyl)-2-chlorophenoxy]-5-[(1S)-2-hydroxy-1-methylethoxy]-N-(1-isopropyl-1H-pyrazol-3-yl)benzamide (0.33 g, 0.644 mmol) was dissolved in methanol (4 mL) and THF (4 mL) and the flask evacuated and purged with argon (3 times). 10% Palladium on carbon (0.033 g) was added and the flask further evacuated and finally purged with hydrogen gas. The reaction mixture was stirred at ambient temperature for 20 hours. The reaction mixture was evacuated and purged with nitrogen (3 times)... The reactants are CN(C)C=O, O=C1CCC(=O)N1Cl, CC1(C)C=Cc2ccc(F)c(N)c2O1. Yields the product CC1(C)C=Cc2c(Cl)cc(F)c(N)c2O1. RXN SMILES: [CH3:23][N:24]([CH3:25])[CH:26]=[O:27].[Cl:15][N:16]1[C:17](=[O:18])[CH2:19][CH2:20][C:21]1=[O:22].[NH2:1][c:2]1[c:3]([F:14])[cH:4][cH:5][c:6]2[c:11]1[O:10][C:9]([CH3:12])([CH3:13])[CH:8]=[CH:7]2>>[NH2:1][c:2]1[c:3]([F:14])[cH:4][c:5]([Cl:15])[c:6]2[c:11]1[O:10][C:9]([CH3:12])([CH3:13])[CH:8]=[CH:7]2. Reactants: ClC(Cl)(Cl)Cl, CCCCCCCCP(CCCCCCCC)CCCCCCCC, COC(=O)c1cncc(C(O)c2cccc(OCc3ccc4ccc(Cl)cc4n3)c2)c1, ClCCl. Yields the product COC(=O)c1cncc(C(Cl)c2cccc(OCc3ccc4ccc(Cl)cc4n3)c2)c1. As a reaction SMILES: [C:60]([Cl:61])([Cl:62])([Cl:63])[Cl:64].[CH2:32]([P:33]([CH2:34][CH2:35][CH2:36][CH2:37][CH2:38][CH2:39][CH2:40][CH3:41])[CH2:42][CH2:43][CH2:44][CH2:45][CH2:46][CH2:47][CH2:48][CH3:49])[CH2:50][CH2:51][CH2:52][CH2:53][CH2:54][CH2:55][CH3:56].[Cl:1][c:2]1[cH:3][cH:4][c:5]2[cH:6][cH:7][c:8]([CH2:12][O:13][c:14]3[cH:15][c:16]([CH:20]([c:21]4[cH:22][c:23]([C:27](=[O:28])[O:29][CH3:30])[cH:24][n:25][cH:26]4)[OH:31])[cH:17][cH:18][cH:19]3)[n:9][c:10]2[cH:11]1.[Cl:57][CH2:58][Cl:59]>>[Cl:1][c:2]1[cH:3][cH:4][c:5]2[cH:6][cH:7][c:8]([CH2:12][O:13][c:14]3[cH:15][c:16]([CH:20]([c:21]4[cH:22][c:23]([C:27](=[O:28])[O:29][CH3:30])[cH:24][n:25][cH:26]4)[Cl:57])[cH:17][cH:18][cH:19]3)[n:9][c:10]2[cH:11]1. The reactants are Cl.C(C)N=C=NCCCN(C)C (N-ethyl-N′-(dimethylaminopropyl)-carbodiimide hydrochloride), C(C1=CC=CC=C1)OC([C@H]1N(CCC1)C(CCC([C@H](CC1=CC=CC=C1)NC(C1=CC=CC=C1)=O)=O)=O)=O ((5S)-5-[(N-benzoyl)amino]-4-oxo-6-phenyl-hexanoyl-L-proline benzyl ester), O.ON1N=NC2=C1C=CC=C2 (1-Hydroxybenzotriazole hydrate), C(C1=CC=CC=C1)(=O)N[C@H](C(CCC(=O)O)=O)CC1=CC=CC=C1 ((5S)-5-[(N-benzoyl)amino-]4-oxo-6-phenyl-hexanoic acid), COC([C@@H](N)CC1=CNC2=CC=CC=C12)=O (L-tryptophan methyl ester), CCN(C(C)C)C(C)C (iPr2NEt). Solvent: CN(C)C=O.C(Cl)Cl (DMF CH2Cl2). Product: COC([C@@H](NC(CCC([C@H](CC1=CC=CC=C1)NC(C1=CC=CC=C1)=O)=O)=O)CC1=CNC2=CC=CC=C12)=O ((5S)-5-[(N-benzoyl)amino]-4-oxo-6-phenyl-hexanoyl-L-tryptophan methyl ester). The yield is 90.0%. Reaction SMILES: [CH2:1]([O:8][C:9](=[O:38])[C@@H:10]1[CH2:14][CH2:13][CH2:12][N:11]1[C:15](=[O:37])[CH2:16][CH2:17][C:18](=[O:36])[C@@H:19]([NH:27][C:28](=[O:35])[C:29]1[CH:34]=[CH:33][CH:32]=[CH:31][CH:30]=1)[CH2:20][C:21]1[CH:26]=[CH:25][CH:24]=[CH:23][CH:22]=1)C1C=CC=CC=1.C(N[C@@H](CC1C=CC=CC=1)C(=O)CCC(O)=O)(=O)C1C=CC=CC=1.COC(=O)[C@H](CC1[C:77]2[C:72](=[CH:73][CH:74]=[CH:75][CH:76]=2)[NH:71]C=1)N.O.ON1C2C=CC=CC=2N=N1.Cl.C(N=C=NCCCN(C)C)C.CCN(C(C)C)C(C)C>CN(C=O)C.C(Cl)Cl>[CH3:1][O:8][C:9](=[O:38])[C@H:10]([CH2:14][C:13]1[C:77]2[C:72](=[CH:73][CH:74]=[CH:75][CH:76]=2)[NH:71][CH:12]=1)[NH:11][C:15](=[O:37])[CH2:16][CH2:17][C:18](=[O:36])[C@@H:19]([NH:27][C:28](=[O:35])[C:29]1[CH:34]=[CH:33][CH:32]=[CH:31][CH:30]=1)[CH2:20][C:21]1[CH:26]=[CH:25][CH:24]=[CH:23][CH:22]=1 |f:3.4,5.6,8.9|. Reported procedure: The experimental procedure employed for the synthesis of (5S)-5-[(N-benzoyl)amino]-4-oxo-6-phenyl-hexanoyl-L-proline benzyl ester was followed using the free acid compound 4 (200 mg, 0.6109 mmol, 1.0 eq.), L-tryptophan methyl ester (133 mg, 0.6109 mmol, 1.0 eq.), 1-Hydroxybenzotriazole hydrate (HOBt) (83 mg, 0.6109 mmol, 1.0 eq.), N-ethyl-N′-(dimethylaminopropyl)-carbodiimide hydrochloride (EDC.HCl) (117 mg, 0.6109 mmol, 1.0 eq.), iPr2NEt (0.11 mL, 0.6110 mmol, 1.0 eq.) and dry DMF/CH2Cl2 (2:8 r... The reactants are FC(C(=O)O)(F)F (trifluoroacetic acid), C(C)(C)OC1=CC=C(C=C1)C1=NC(=CC(=C1)O[C@@H]1C[C@@H]2N(C([C@H]([C@@H](CC(CC\C=C/[C@H]3[C@](NC2=O)(C3)C(NS(=O)(=O)C3(CC3)C)=O)C)C)NC(OC(C)(C)C)=O)=O)C1)C1=NC=CN=C1 (tert-butyl ((2R,6S,7R,13aS,14aR,16aS,Z)-2-((2-(4-isopropoxyphenyl)-6-(pyrazin-2-yl)pyridin-4-yl)oxy)-7,9-dimethyl-14a-(((1-methylcyclopropyl)sulfonyl)carbamoyl)-5,16-dioxo-1,2,3,5,6,7,8,9,10,11,13a,14,14a,15,16,16a-hexadecahydrocyclopropa[e]pyrrolo[1,2-a][1,4]diazacyclopentadecin-6-yl)carbamate), C(C)(C)OC1=CC=C(C=C1)C1=NC(=CC(=C1)O[C@@H]1C[C@@H]2N(C([C@H]([C@@H](CC(CC\C=C/[C@H]3[C@](NC2=O)(C3)C(NS(=O)(=O)C3(CC3)C)=O)C)C)NC(OC(C)(C)C)=O)=O)C1)C1=NC=CN=C1 (tert-butyl ((2R,6S,7R,13aS,14aR,16aS,Z)-2-((2-(4-isopropoxyphenyl)-6-(pyrazin-2-yl)pyridin-4-yl)oxy)-7,9-dimethyl-14a-(((1-methylcyclopropyl)sulfonyl)carbamoyl)-5,16-dioxo-1,2,3,5,6,7,8,9,10,11,13a,14,14a,15,16,16a-hexadecahydrocyclopropa[e]pyrrolo[1,2-a][1,4]diazacyclopentadecin-6-yl)carbamate), C(Cl)Cl (CH2Cl2). The solvent is C1(=CC=CC=C1)C (toluene). Conditions: time 2 hour. Product: FC(C(=O)O)(F)F.N[C@H]1[C@@H](CC(CC\C=C/[C@H]2[C@](NC([C@H]3N(C1=O)C[C@@H](C3)OC3=CC(=NC(=C3)C3=NC=CN=C3)C3=CC=C(C=C3)OC(C)C)=O)(C2)C(=O)NS(=O)(=O)C2(CC2)C)C)C ((2R,6S,7R,13aS,14aR,16aS,Z)-6-amino-2-((2-(4-isopropoxyphenyl)-6-(pyrazin-2-yl)pyridin-4-yl)oxy)-7,9-dimethyl-N-((1-methylcyclopropyl)sulfonyl)-5,16-dioxo-1,2,3,5,6,7,8,9,10,11,13a,14,14a,15,16,16a-hexadecahydrocyclopropa[e]pyrrolo[1,2-a][1,4]diazacyclopentadecine-14a-carboxamide trifluoroacetic acid salt). Reaction SMILES: [CH:1]([O:4][C:5]1[CH:10]=[CH:9][C:8]([C:11]2[CH:16]=[C:15]([O:17][C@H:18]3[CH2:58][N:21]4[C:22](=[O:57])[C@@H:23]([NH:49]C(=O)OC(C)(C)C)[C@H:24]([CH3:48])[CH2:25][CH:26]([CH3:47])[CH2:27][CH2:28][CH:29]=[CH:30][C@@H:31]5[CH2:36][C@@:32]5([C:37](=[O:46])[NH:38][S:39]([C:42]5([CH3:45])[CH2:44][CH2:43]5)(=[O:41])=[O:40])[NH:33][C:34](=[O:35])[C@@H:20]4[CH2:19]3)[CH:14]=[C:13]([C:59]3[CH:64]=[N:63][CH:62]=[CH:61][N:60]=3)[N:12]=2)=[CH:7][CH:6]=1)([CH3:3])[CH3:2].C(Cl)Cl.[F:68][C:69]([F:74])([F:73])[C:70]([OH:72])=[O:71]>C1(C)C=CC=CC=1>[F:68][C:69]([F:74])([F:73])[C:70]([OH:72])=[O:71].[NH2:49][C@@H:23]1[C:22](=[O:57])[N:21]2[CH2:58][C@H:18]([O:17][C:15]3[CH:14]=[C:13]([C:59]4[CH:64]=[N:63][CH:62]=[CH:61][N:60]=4)[N:12]=[C:11]([C:8]4[CH:9]=[CH:10][C:5]([O:4][CH:1]([CH3:3])[CH3:2])=[CH:6][CH:7]=4)[CH:16]=3)[CH2:19][C@H:20]2[C:34](=[O:35])[NH:33][C@:32]2([C:37]([NH:38][S:39]([C:42]3([CH3:45])[CH2:44][CH2:43]3)(=[O:40])=[O:41])=[O:46])[CH2:36][C@H:31]2[CH:30]=[CH:29][CH2:28][CH2:27][CH:26]([CH3:47])[CH2:25][C@H:24]1[CH3:48] |f:4.5|. Reported procedure: To a 25 mL round-bottom flask equipped with a stir bar and charged with tert-butyl ((2R,6S,7R,13aS,14aR,16aS,Z)-2-((2-(4-isopropoxyphenyl)-6-(pyrazin-2-yl)pyridin-4-yl)oxy)-7,9-dimethyl-14a-(((1-methylcyclopropyl)sulfonyl)carbamoyl)-5,16-dioxo-1,2,3,5,6,7,8,9,10,11,13a,14,14a,15,16,16a-hexadecahydrocyclopropa[e]pyrrolo[1,2-a][1,4]diazacyclopentadecin-6-yl)carbamate (all material from Step 1) was added CH2Cl2 (1 mL), then trifluoroacetic acid (1.0 mL, 13 mmol). The solution was stirred at room te... The reactants are O=c1c(Br)c(OS(=O)(=O)C(F)(F)F)ccn1Cc1ccccc1, CN(C)C=O, C#Cc1ccccc1. Product: O=c1c(Br)c(C#Cc2ccccc2)ccn1Cc1ccccc1. Reaction SMILES: [F:1][C:2]([F:3])([F:4])[S:5]([O:6][c:7]1[c:8]([Br:21])[c:9](=[O:20])[n:10]([CH2:13][c:14]2[cH:15][cH:16][cH:17][cH:18][cH:19]2)[cH:11][cH:12]1)(=[O:22])=[O:23].[O:32]=[CH:33][N:34]([CH3:35])[CH3:36].[c:24]1([C:30]#[CH:31])[cH:25][cH:26][cH:27][cH:28][cH:29]1>>[c:7]1([C:31]#[C:30][c:24]2[cH:25][cH:26][cH:27][cH:28][cH:29]2)[c:8]([Br:21])[c:9](=[O:20])[n:10]([CH2:13][c:14]2[cH:15][cH:16][cH:17][cH:18][cH:19]2)[cH:11][cH:12]1.